From a dataset of the Open Reaction Database (ORD), a public repository of structured organic reaction records. describe an organic reaction: reactants, conditions, products, and yield Reactants: CC=1C=C(C=CC1)CCCCC1=C(C=CC=C1)O (2-[4-(3-methylphenyl)butyl]phenol), CC(C)([O-])C.[K+] (potassium t-butoxide), C(Br)C1CO1 (epibromohydrin). Run in CC(=O)N(C)C (dimethylacetamide). Product: CC=1C=C(C=CC1)CCCCC1=C(OCC2OC2)C=CC=C1 (2-{2-[4-(3-Methylphenyl)butyl]phenoxymethyl}oxirane). Yield: 78.1%. As a reaction SMILES: [CH3:1][C:2]1[CH:3]=[C:4]([CH2:8][CH2:9][CH2:10][CH2:11][C:12]2[CH:17]=[CH:16][CH:15]=[CH:14][C:13]=2[OH:18])[CH:5]=[CH:6][CH:7]=1.[CH3:19][C:20](C)([O-:22])[CH3:21].[K+].C(C1OC1)Br>CC(N(C)C)=O>[CH3:1][C:2]1[CH:3]=[C:4]([CH2:8][CH2:9][CH2:10][CH2:11][C:12]2[CH:17]=[CH:16][CH:15]=[CH:14][C:13]=2[O:18][CH2:19][CH:20]2[CH2:21][O:22]2)[CH:5]=[CH:6][CH:7]=1 |f:1.2|. Procedure: Following a procedure similar to that described in Example 1(a), 1.90 g of 2-[4-(3-methylphenyl)butyl]phenol (prepared as described in Preparation 10), 0.89 g of potassium t-butoxide and 1.08 g of epibromohydrin were reacted in 20 ml of dimethylacetamide. The crude product, extracted as described in Example 1(a), was purified as described in Example 1(a), to give 1.83 g (yield 78%) of the title compound as a colorless oil. The reactants are CC(C)(C)[O-], CS(C)=O, [K+], Nc1nc(Cl)c2[nH]cnc2n1, Oc1ccccc1. The product is Nc1nc(Oc2ccccc2)c2nc[nH]c2n1. RXN SMILES: [CH3:1][C:2]([CH3:3])([O-:4])[CH3:5].[CH3:25][S:26]([CH3:27])=[O:28].[K+:6].[NH2:14][c:15]1[n:16][c:17]([Cl:24])[c:18]2[nH:19][cH:20][n:21][c:22]2[n:23]1.[OH:7][c:8]1[cH:9][cH:10][cH:11][cH:12][cH:13]1>>[O:7]([c:8]1[cH:9][cH:10][cH:11][cH:12][cH:13]1)[c:17]1[n:16][c:15]([NH2:14])[n:23][c:22]2[c:18]1[n:19][cH:20][nH:21]2. Reactants: C1CCOC1, CO, Cl, COC(=O)C1CC(COC(F)F)CN1C(=O)OC(C)(C)C, [Li+], [OH-]. Product: CC(C)(C)OC(=O)N1CC(COC(F)F)CC1C(=O)O. RXN SMILES: [CH2:25]1[O:26][CH2:27][CH2:28][CH2:29]1.[CH3:30][OH:31].[ClH:24].[F:1][CH:2]([O:3][CH2:4][CH:5]1[CH2:6][CH:7]([C:17](=[O:18])[O:19][CH3:20])[N:8]([C:10](=[O:11])[O:12][C:13]([CH3:14])([CH3:15])[CH3:16])[CH2:9]1)[F:21].[Li+:23].[OH-:22]>>[F:1][CH:2]([O:3][CH2:4][CH:5]1[CH2:6][CH:7]([C:17](=[O:18])[OH:19])[N:8]([C:10](=[O:11])[O:12][C:13]([CH3:14])([CH3:15])[CH3:16])[CH2:9]1)[F:21]. Starting materials: C([O-])([O-])=O.[K+].[K+] (potassium carbonate), CI (methyl iodide), Cl.NC(CC(=O)O)(CCCC1=C(C=C(C=C1)SC1=CC(=CC=C1)OCC1=CC=CC=C1)Cl)CO (3-amino-6-[4-(3-benzyloxyphenylthio)-2-chlorophenyl]-3-hydroxymethylhexanoate hydrochloride), CC(C)(C)OC(=O)OC(=O)OC(C)(C)C (Boc2O), Cl (hydrochloric acid). The solvent is C(C)N(CC)CC (triethylamine), ClCCl (dichloromethane), C(C)(=O)OCC (ethyl acetate), CN(C)C=O (DMF). Conditions: time 5 minute. Product: Cl.NC(CCO)(CCCC1=C(C=C(C=C1)SC1=CC(=CC=C1)OCC1=CC=CC=C1)Cl)CO (3-amino-6-[4-(3-benzyloxyphenylthio)-2-chlorophenyl]-3-hydroxymethylhexanol hydrochloride). As a reaction SMILES: Cl.[NH2:2][C:3]([CH2:33][OH:34])([CH2:8][CH2:9][CH2:10][C:11]1[CH:16]=[CH:15][C:14]([S:17][C:18]2[CH:23]=[CH:22][CH:21]=[C:20]([O:24][CH2:25][C:26]3[CH:31]=[CH:30][CH:29]=[CH:28][CH:27]=3)[CH:19]=2)=[CH:13][C:12]=1[Cl:32])[CH2:4][C:5](O)=[O:6].CC(OC(OC(OC(C)(C)C)=O)=O)(C)C.Cl.C(=O)([O-])[O-].[K+].[K+].CI>CN(C=O)C.C(OCC)(=O)C.C(N(CC)CC)C.ClCCl>[ClH:32].[NH2:2][C:3]([CH2:33][OH:34])([CH2:8][CH2:9][CH2:10][C:11]1[CH:16]=[CH:15][C:14]([S:17][C:18]2[CH:23]=[CH:22][CH:21]=[C:20]([O:24][CH2:25][C:26]3[CH:27]=[CH:28][CH:29]=[CH:30][CH:31]=3)[CH:19]=2)=[CH:13][C:12]=1[Cl:32])[CH2:4][CH2:5][OH:6] |f:0.1,4.5.6,12.13|. Procedure: To a dichloromethane solution (8 mL) of the compound of Example 147 (569 mg), triethylamine (303 μL) was added and the mixture was stirred for 5 min. While the mixture was chilled in an ice bath, Boc2O (358 mg) was added and the mixture was stirred for 1 hour. 4N hydrochloric acid was added to adjust the pH of the mixture to 2 to 1. This was followed by the addition of ethyl acetate and a saturated aqueous solution of sodium chloride to separate the mixture into an organic phase and an aqueous p... The reactants are COC1=CC=C(C2=C1N=C(S2)NC(C2=CC=C(C=C2)CNC)=O)N2CCOCC2 (N-(4-methoxy-7-morpholin-4-yl-benzothiazol-2-yl)-4-methylaminomethyl-benzamide), ClCC(=O)Cl (chloroacetyl chloride). The product is foam, ClCC(=O)N(C)CC1=CC=C(C(=O)NC=2SC3=C(N2)C(=CC=C3N3CCOCC3)OC)C=C1 (4-[(Chloroacetyl-methyl-amino)-methyl]-N-(4-methoxy-7-morpholin-4-yl-benzothiazol-2-yl)-benzamide). The yield is 51.0%. RXN SMILES: [CH3:1][O:2][C:3]1[C:8]2[N:9]=[C:10]([NH:12][C:13](=[O:23])[C:14]3[CH:19]=[CH:18][C:17]([CH2:20][NH:21][CH3:22])=[CH:16][CH:15]=3)[S:11][C:7]=2[C:6]([N:24]2[CH2:29][CH2:28][O:27][CH2:26][CH2:25]2)=[CH:5][CH:4]=1.[Cl:30][CH2:31][C:32](Cl)=[O:33]>>[Cl:30][CH2:31][C:32]([N:21]([CH2:20][C:17]1[CH:16]=[CH:15][C:14]([C:13]([NH:12][C:10]2[S:11][C:7]3[C:6]([N:24]4[CH2:25][CH2:26][O:27][CH2:28][CH2:29]4)=[CH:5][CH:4]=[C:3]([O:2][CH3:1])[C:8]=3[N:9]=2)=[O:23])=[CH:19][CH:18]=1)[CH3:22])=[O:33]. Procedure: Using N-(4-methoxy-7-morpholin-4-yl-benzothiazol-2-yl)-4-methylaminomethyl-benzamide and chloroacetyl chloride, the title compound was prepared as yellow foam (51% yield). MS: m/e=489 (M+H+). Starting materials: OC=1C(NC=C(C1)CCC1=C(C=CC=C1)C)=O (3-hydroxy-5-(2-methylphenethyl)pyridin-2(1H)-one), FC1=CC=C(C=C1)C#CC=1C=C(C(=NC1)OC)OC (5-[(4-fluorophenyl)ethynyl]-2,3-dimethoxypyridine), FC1=CC=C(C=C1)C#CC=1C=C(C(=NC1)OC)OC (5-[(4-fluorophenyl)ethynyl]-2,3-dimethoxypyridine). The product is FC1=CC=C(C=C1)CCC=1C=C(C(NC1)=O)O (5-[2-(4-Fluorophenyl)ethyl]-3-hydroxypyridin-2(1H)-one). RXN SMILES: OC1C(=O)NC=C(CCC2C=CC=CC=2C)C=1.[F:18][C:19]1[CH:24]=[CH:23][C:22]([C:25]#[C:26][C:27]2[CH:28]=[C:29]([O:35]C)[C:30]([O:33]C)=[N:31][CH:32]=2)=[CH:21][CH:20]=1>>[F:18][C:19]1[CH:20]=[CH:21][C:22]([CH2:25][CH2:26][C:27]2[CH:28]=[C:29]([OH:35])[C:30](=[O:33])[NH:31][CH:32]=2)=[CH:23][CH:24]=1. Reported procedure: Prepared as described for 3-hydroxy-5-(2-methylphenethyl)pyridin-2(1H)-one (Example 27) from 5-[(4-fluorophenyl)ethynyl]-2,3-dimethoxypyridine (Intermediate 36).